From a dataset of the Open Reaction Database (ORD), a public repository of structured organic reaction records. describe an organic reaction: reactants, conditions, products, and yield The product is OC(CN1C(C2=CC=C(C=C2C(=C1C#N)C1=CC=CC=C1)OC)=O)CO (2-(2,3-dihydroxypropyl)-6-methoxy-1-oxo-4-phenyl-1,2-dihydroisoquinoline-3-carbonitrile). Procedure details: Compound 88 (261 mg, 0.83 mmol) was dissolved in 24 mL of acetone and 10 mL of water. OsO4 (Aldrich, 2.5% in 2-Me-2-propanol, 1.04 mL) was added then NMO (116 mg, 1 mmol). The resulting mixture was stir at RT overnight then diluted with 1:1 sat NaHCO3/sat Na2SO3. It was partitioned between EtOAc and aq NaHCO3, then the organic phase was washed once with brine. The combined aqueous phases were washed once with EtOAc. Drying (Na2SO4) and concentration gave the title compound 89 as a light brown so... Starting materials: C[N+]1(CCOCC1)[O-] (NMO), [O-]S(=O)[O-].[Na+].[Na+] (Na2SO3), C(C=C)N1C(C2=CC=C(C=C2C(=C1C#N)C1=CC=CC=C1)OC)=O (2-allyl-6-methoxy-1-oxo-4-phenyl-1.2-dihydroisoquinoline-3-carbonitrile), C(=O)(O)[O-].[Na+] (NaHCO3). The reagents and catalysts are O=[Os](=O)(=O)=O (OsO4). As a reaction SMILES: [CH2:1]([N:4]1[C:13]([C:14]#[N:15])=[C:12]([C:16]2[CH:21]=[CH:20][CH:19]=[CH:18][CH:17]=2)[C:11]2[C:6](=[CH:7][CH:8]=[C:9]([O:22][CH3:23])[CH:10]=2)[C:5]1=[O:24])[CH:2]=C.C[N+]1([O-])CC[O:29]CC1.[C:33]([O-:36])(O)=O.[Na+].[O-]S([O-])=O.[Na+].[Na+]>CC(C)=O.O.O=[Os](=O)(=O)=O>[OH:29][CH:2]([CH2:33][OH:36])[CH2:1][N:4]1[C:13]([C:14]#[N:15])=[C:12]([C:16]2[CH:17]=[CH:18][CH:19]=[CH:20][CH:21]=2)[C:11]2[C:6](=[CH:7][CH:8]=[C:9]([O:22][CH3:23])[CH:10]=2)[C:5]1=[O:24] |f:2.3,4.5.6|. Run in CC(=O)C (acetone), O (water). Conditions: time 8 hour.